From a dataset of the Open Reaction Database (ORD), a public repository of structured organic reaction records. describe an organic reaction: reactants, conditions, products, and yield Starting materials: CN1CC=2N(C3=CC=C(C=C3C2CC1)C)CC(=O)OCC (Ethyl 2-(1,2,3,4-tetrahydro-2,6-dimethylpyrido[3,4-b]indol-9-yl)acetate), [OH-].[Na+] (sodium hydroxide). Solvent: C1CCOC1 (THF), O (water). Run at temperature 75 celsius. Yields the product CN1CC=2N(C3=CC=C(C=C3C2CC1)C)CC(=O)O (2-(1,2,3,4-tetrahydro-2,6-dimethylpyrido[3,4-b]indol-9-yl)acetic acid). The yield is 21.0%. As a reaction SMILES: [CH3:1][N:2]1[CH2:14][CH2:13][C:12]2[C:11]3[C:6](=[CH:7][CH:8]=[C:9]([CH3:15])[CH:10]=3)[N:5]([CH2:16][C:17]([O:19]CC)=[O:18])[C:4]=2[CH2:3]1.[OH-].[Na+]>C1COCC1.O>[CH3:1][N:2]1[CH2:14][CH2:13][C:12]2[C:11]3[C:6](=[CH:7][CH:8]=[C:9]([CH3:15])[CH:10]=3)[N:5]([CH2:16][C:17]([OH:19])=[O:18])[C:4]=2[CH2:3]1 |f:1.2|. Procedure: Ethyl 2-(1,2,3,4-tetrahydro-2,6-dimethylpyrido[3,4-b]indol-9-yl)acetate (0.35 g, 1.2 mmol) in THF (10 mL) was added to a solution of sodium hydroxide (0.146 g, 3.6 mmol) in water (3 mL) and heated at 75° C. for 1 h. The progress of the reaction was monitored by TLC. After completion of the reaction, the solvent was removed; water (10 mL) was added to the residue and the aqueous layer was washed with ethyl acetate (2×10 mL). The pH of aqueous layer was adjusted to 2-3, and the aqueous layer was w... Reactants: O(C1=CC=CC=C1)C[C@@H]1C[C@H](CN1)O ((3R,5S)-5-(phenoxymethyl)pyrrolidine-3-ol), N1=CC=C(C=C1)C=O (4-pyridinecarboxaldehyde). Procedure: The title compound was prepared by a similar method to Preparation 35 from (3R,5S)-5-(phenoxymethyl)pyrrolidine-3-ol [see Preparation 37] and 4-pyridinecarboxaldehyde. The crude product was purified by column chromatography on silica gel eluting with a solvent system of 95:5, by volume, chloroform:methanol to afford (3R,5S)-5-(phenoxymethyl)-1-(4-pyridinylmethyl)pyrrolidine-3-ol as a white solid. As a reaction SMILES: [O:1]([CH2:8][C@H:9]1[NH:13][CH2:12][C@H:11]([OH:14])[CH2:10]1)[C:2]1[CH:7]=[CH:6][CH:5]=[CH:4][CH:3]=1.[N:15]1[CH:20]=[CH:19][C:18]([CH:21]=O)=[CH:17][CH:16]=1>>[O:1]([CH2:8][C@H:9]1[N:13]([CH2:21][C:18]2[CH:19]=[CH:20][N:15]=[CH:16][CH:17]=2)[CH2:12][C@H:11]([OH:14])[CH2:10]1)[C:2]1[CH:3]=[CH:4][CH:5]=[CH:6][CH:7]=1. Product: title compound, O(C1=CC=CC=C1)C[C@@H]1C[C@H](CN1CC1=CC=NC=C1)O ((3R,5S)-5-(phenoxymethyl)-1-(4-pyridinylmethyl)pyrrolidine-3-ol). Starting materials: ClN1C(N(C(N(C1=O)Cl)=O)Cl)=O (Trichloroisocyanuric acid), C(C1=CC=CC=C1)(=O)O[C@@H]1[C@H](O)[C@H](OC(C2=CC=CC=C2)=O)[C@H](O1)COC(C1=CC=CC=C1)=O (1,3,5-tri-O-benzoyl-α-D-ribofuranose), CC1(CCCC(N1[O])(C)C)C (TEMPO). The solvent is ClCCl (dichloromethane). Reaction conditions: time 1 hour. Product: C(C1=CC=CC=C1)(=O)O[C@H]1O[C@@H]([C@H](C1=O)OC(C1=CC=CC=C1)=O)COC(C1=CC=CC=C1)=O ((2R,4R,5R)-2,4-dibenzoyloxy-5-benzoyloxymethyl-dihydrofuran-3-one). Reaction SMILES: [C:1]([O:9][C@H:10]1[O:24][C@H:23]([CH2:25][O:26][C:27](=[O:34])[C:28]2[CH:33]=[CH:32][CH:31]=[CH:30][CH:29]=2)[C@@H:13]([O:14][C:15](=[O:22])[C:16]2[CH:21]=[CH:20][CH:19]=[CH:18][CH:17]=2)[C@H:11]1[OH:12])(=[O:8])[C:2]1[CH:7]=[CH:6][CH:5]=[CH:4][CH:3]=1.ClN1C(=O)N(Cl)C(=O)N(Cl)C1=O.CC1(C)N([O])C(C)(C)CCC1>ClCCl>[C:1]([O:9][C@@H:10]1[C:11](=[O:12])[C@H:13]([O:14][C:15](=[O:22])[C:16]2[CH:21]=[CH:20][CH:19]=[CH:18][CH:17]=2)[C@@H:23]([CH2:25][O:26][C:27](=[O:34])[C:28]2[CH:29]=[CH:30][CH:31]=[CH:32][CH:33]=2)[O:24]1)(=[O:8])[C:2]1[CH:7]=[CH:6][CH:5]=[CH:4][CH:3]=1 |^1:50|. Procedure details: 1,3,5-tri-O-benzoyl-α-D-ribofuranose (10.0 g, 21.62 mmol, 1.0 equiv.) is dissolved in dichloromethane (60 ml) and cooled under ice. Trichloroisocyanuric acid (5.52 g, 23.80 mmol, 1.1 equiv.) is added, followed by addition of catalytic amount of TEMPO. The ice bath is removed and the mixture is stirred at room temperature for 1 hour then filtered on Celite®. The organic phase is washed with saturated aqueous Na2CO3 solution, followed by 1N HCl and brine. The organic layer is dried (MgSO4) and the... Yields the product COCCC[C@@H]1NCCNC1 ((S)-2-(3-Methoxy-propyl)-piperazine). The reagents and catalysts are [OH-].[OH-].[Pd+2] (Pd(OH)2/C). Solvent: C(C)O (ethanol). Procedure: Add 20% Pd(OH)2/C (2.15 g) to (S)-1,4-dibenzyl-2-(3-methoxy-allyl)-piperazine (3.382 g, 10.05 mmol) in ethanol (100 mL) and under hydrogen atmosphere at 40° C. over night. Filter to give the title compound: mass spectrum (m/e):159.1 (M+1). Reaction SMILES: C([N:8]1[CH2:13][CH2:12][N:11](CC2C=CC=CC=2)[CH2:10][C@@H:9]1[CH2:21][CH:22]=[CH:23][O:24][CH3:25])C1C=CC=CC=1>C(O)C.[OH-].[OH-].[Pd+2]>[CH3:25][O:24][CH2:23][CH2:22][CH2:21][C@H:9]1[CH2:10][NH:11][CH2:12][CH2:13][NH:8]1 |f:2.3.4|. The reactants are C(C1=CC=CC=C1)N1[C@H](CN(CC1)CC1=CC=CC=C1)CC=COC ((S)-1,4-dibenzyl-2-(3-methoxy-allyl)-piperazine). Reactants: FC(S(=O)(=O)OC=1C=C2C=CC=NC2=CC1)(F)F (quinolin-6-yl trifluoromethanesulfonate), C(C1=CC=CC=C1)(C1=CC=CC=C1)=NN (benzophenone hydrazone), C([O-])([O-])=O.[Cs+].[Cs+] (cesium carbonate), resultant mixture. The reagents and catalysts are C1(=CC=CC=C1)P([C-]1C=CC=C1)C1=CC=CC=C1.[C-]1(C=CC=C1)P(C1=CC=CC=C1)C1=CC=CC=C1.[Fe+2] (1,1′-bis(diphenylphosphino)ferrocene), C(C)(=O)[O-].[Pd+2].C(C)(=O)[O-] (palladium acetate). Solvent: C1(=CC=CC=C1)C (toluene). Conditions: time 16 hour. The product is C1(=CC=CC=C1)C(=NNC=1C=C2C=CC=NC2=CC1)C1=CC=CC=C1 (1-(diphenylmethylene)-2-(quinolin-6-yl)hydrazine). The yield is 70.7%. As a reaction SMILES: FC(F)(F)S(O[C:7]1[CH:8]=[C:9]2[C:14](=[CH:15][CH:16]=1)[N:13]=[CH:12][CH:11]=[CH:10]2)(=O)=O.[C:19](=[N:32][NH2:33])([C:26]1[CH:31]=[CH:30][CH:29]=[CH:28][CH:27]=1)[C:20]1[CH:25]=[CH:24][CH:23]=[CH:22][CH:21]=1.C(=O)([O-])[O-].[Cs+].[Cs+]>C1(C)C=CC=CC=1.C1(P(C2C=CC=CC=2)[C-]2C=CC=C2)C=CC=CC=1.[C-]1(P(C2C=CC=CC=2)C2C=CC=CC=2)C=CC=C1.[Fe+2].C([O-])(=O)C.[Pd+2].C([O-])(=O)C>[C:20]1([C:19]([C:26]2[CH:31]=[CH:30][CH:29]=[CH:28][CH:27]=2)=[N:32][NH:33][C:7]2[CH:8]=[C:9]3[C:14](=[CH:15][CH:16]=2)[N:13]=[CH:12][CH:11]=[CH:10]3)[CH:21]=[CH:22][CH:23]=[CH:24][CH:25]=1 |f:2.3.4,6.7.8,9.10.11|. Procedure: To a suspension of quinolin-6-yl trifluoromethanesulfonate (40 g, 0.14 mol), benzophenone hydrazone (35.6 g, 0.18 mol), cesium carbonate (74 g, 0.23 mol) and 1,1′-bis(diphenylphosphino)ferrocene (2.5 g, 4.5 mmol) in degassed toluene (1 L) was added palladium acetate (0.013 g, 0.058 mmol). The resultant mixture was heated to 90° C. under a nitrogen atmosphere. After 16 h, the mixture was concentrated in vacuo and the residue was purified via silica gel column chromatography (EtOAc/pet ether) to p... Reactants: CN (Methylamine), CN (Methylamine), O (Water), FC1=C(C(=CC(=C1)F)F)[N+](=O)[O-] (1,3,5-Trifluoro-2-nitrobenzene), CN (Methylamine), O (Water). Solvent: CCO (EtOH). Reaction conditions: time 4 hour. Product: FC=1C(=C(C=C(C1)F)NC)[N+](=O)[O-] (3,5-difluoro-N-methyl-2-nitrobenzenamine). Yield: 83.0%. Reaction SMILES: [F:1][C:2]1[CH:7]=[C:6]([F:8])[CH:5]=[C:4](F)[C:3]=1[N+:10]([O-:12])=[O:11].[CH3:13][NH2:14].O>CCO>[F:1][C:2]1[C:3]([N+:10]([O-:12])=[O:11])=[C:4]([NH:14][CH3:13])[CH:5]=[C:6]([F:8])[CH:7]=1. Procedure details: 1,3,5-Trifluoro-2-nitrobenzene (3.0 g, 16.90 mmol) was dissolved in EtOH (29.7 mL) and Methylamine 40% in Water (1.44 mL, 17.80 mmol) was added dropwise at 0° C. The color went from bright yellow to an orange precipitate within 20 min. After 4 h at RT. 0.66 mL of Methylamine was added (9 mmol). To complete the reaction, an additional 0.26 ml (3.6 mmol) of Methylamine was added after 2 h at RT. The completion was achieved within 20 min. Water (75 mL) was added to the reaction mixture and the soli... Product: C=CCOc1ccc(F)c(Br)c1. Reactants: Oc1ccc(F)c(Br)c1, O=C([O-])[O-], C=CCBr, CC(C)=O, [K+], [K+]. As a reaction SMILES: [Br:1][c:2]1[cH:3][c:4]([OH:9])[cH:5][cH:6][c:7]1[F:8].[C:14](=[O:15])([O-:16])[O-:17].[CH2:10]([CH:11]=[CH2:12])[Br:13].[CH3:20][C:21](=[O:22])[CH3:23].[K+:18].[K+:19]>>[Br:1][c:2]1[cH:3][c:4]([O:9][CH2:12][CH:11]=[CH2:10])[cH:5][cH:6][c:7]1[F:8].